describe an organic reaction: reactants, conditions, products, and yield From a dataset of the Open Reaction Database (ORD), a public repository of structured organic reaction records. Reactants: [OH-].[Na+] (NaOH), COC(=O)C1=CC=C2C=CN(C2=C1)CC (1-Ethyl-1H-indole-6-carboxylic acid methyl ester), CN(C)C=O (DMF), ice, O=P(Cl)(Cl)Cl (POCl3), CN(C)C=O (DMF). Conditions: time 90 minute. The product is COC(=O)C1=CC=C2C(=CN(C2=C1)CC)C=O (1-ethyl-3-formyl-1H-indole-6-carboxylic acid methyl ester). Isolated yield 96.0%. Reaction SMILES: [CH3:1][O:2][C:3]([C:5]1[CH:13]=[C:12]2[C:8]([CH:9]=[CH:10][N:11]2[CH2:14][CH3:15])=[CH:7][CH:6]=1)=[O:4].O=P(Cl)(Cl)Cl.[OH-].[Na+].CN([CH:26]=[O:27])C>>[CH3:1][O:2][C:3]([C:5]1[CH:13]=[C:12]2[C:8]([C:9]([CH:26]=[O:27])=[CH:10][N:11]2[CH2:14][CH3:15])=[CH:7][CH:6]=1)=[O:4] |f:2.3|. Reported procedure: 1-Ethyl-1H-indole-6-carboxylic acid methyl ester (900 mg, 4.45 mmol) is dissolved in DMF (3.3 mL). This is added dropwise to an ice-cold solution of POCl3 (430 μL, 4.5 mmol) in DMF (1.5 mL). The reaction mixture is stirred at room temperature for 90 minutes. The reaction mixture is then treated with 6N NaOH (3.5 ml). The mixture is then partitioned between H2O and ethyl acetate. Purification by silica gel chromatography (5-10% EtOAc/CH2Cl2) yields 1-ethyl-3-formyl-1H-indole-6-carboxylic acid met... Reactants: BrC1=C(C=CC(=C1)C(=O)OC)C(CC(=O)OC)S(=O)(=O)O (1-[2-bromo-4-(methoxycarbonyl)phenyl]-3-methoxy-3-oxopropane-1-sulfonic acid), C(C)(=O)OC(C)=O (acetic anhydride), N1=CC=CC=C1 (pyridine), crude product. Reaction conditions: time 8 hour. The product is BrC1=C(C=CC(=C1)C(=O)OC)C(CC(=O)OC)S(=O)(=O)O.N1=CC=CC=C1 (1-[2-bromo-4-(methoxycarbonyl)phenyl]-3-methoxy-3-oxopropane-1-sulfonic acid pyridine). As a reaction SMILES: [Br:1][C:2]1[CH:7]=[C:6]([C:8]([O:10][CH3:11])=[O:9])[CH:5]=[CH:4][C:3]=1[CH:12]([S:18]([OH:21])(=[O:20])=[O:19])[CH2:13][C:14]([O:16][CH3:17])=[O:15].C(OC(=O)C)(=O)C.[N:29]1[CH:34]=[CH:33][CH:32]=[CH:31][CH:30]=1>>[Br:1][C:2]1[CH:7]=[C:6]([C:8]([O:10][CH3:11])=[O:9])[CH:5]=[CH:4][C:3]=1[CH:12]([S:18]([OH:21])(=[O:19])=[O:20])[CH2:13][C:14]([O:16][CH3:17])=[O:15].[N:29]1[CH:34]=[CH:33][CH:32]=[CH:31][CH:30]=1 |f:3.4|. Reported procedure: To a flask contained 1-[2-bromo-4-(methoxycarbonyl)phenyl]-3-methoxy-3-oxopropane-1-sulfonic acid (0.78 g, 2.0 mmol) was added acetic anhydride (0.965 mL, 10.2 mmol) and pyridine (0.496 mL) at room temperature. The mixture was stirred at room temperature overnight. The salt was precipitated by addition of diethyl ether, isolated by filtration. The crude product was used in next step. Starting materials: C(C1=CC=CC=C1)N1CCC(CC1)=O (1-benzyl-4-piperidone), BrC=1C=CC(=C(C1)C(F)(F)F)Cl (5-Bromo-2-chlorobenzotrifluoride). Run in C(C)OCC (diethyl ether), C(C)OCC (diethyl ether), C(C)OCC (diethyl ether). Conditions: time 1 hour. Yields the product C(C1=CC=CC=C1)N1CCC(CC1)(O)C1=CC(=C(C=C1)Cl)C(F)(F)F (1-Benzyl-4-(4-chloro-3-trifluoromethyl-phenyl)-piperidine-4-ol). Yield: 62.9%. RXN SMILES: Br[C:2]1[CH:3]=[CH:4][C:5]([Cl:12])=[C:6]([C:8]([F:11])([F:10])[F:9])[CH:7]=1.[CH2:13]([N:20]1[CH2:25][CH2:24][C:23](=[O:26])[CH2:22][CH2:21]1)[C:14]1[CH:19]=[CH:18][CH:17]=[CH:16][CH:15]=1>C(OCC)C>[CH2:13]([N:20]1[CH2:25][CH2:24][C:23]([C:2]2[CH:3]=[CH:4][C:5]([Cl:12])=[C:6]([C:8]([F:11])([F:10])[F:9])[CH:7]=2)([OH:26])[CH2:22][CH2:21]1)[C:14]1[CH:15]=[CH:16][CH:17]=[CH:18][CH:19]=1. Procedure details: A solution of 5-Bromo-2-chlorobenzotrifluoride (5 g, 19.2 mmol) in dry diethyl ether (40 ml) was added dropwise at room temperature to a mixture of Mg (470 mg) in dry diethyl ether (20 ml) under a stream of Argon (g). The reaction gave rise to a solution of Grignard's reagent. A solution of 1-benzyl-4-piperidone (1.3 g, 6.88 mmol) in dry diethyl ether (30 ml) was added dropwise via syringe at room temperature. The combined mixture was stirred for 1 hour, and finally quenched with saturated ammon... Yields the product CCC(CCC=O)C(=O)OC. The reactants are CCC(CCCO)C(=O)OC, ClCCl, O=[Cr](=O)([O-])Cl, c1cc[nH+]cc1. RXN SMILES: [CH2:12]([CH3:13])[CH:14]([C:15](=[O:16])[O:17][CH3:18])[CH2:19][CH2:20][CH2:21][OH:22].[Cl:23][CH2:24][Cl:25].[O:1]=[Cr:2]([Cl:3])([O-:4])=[O:5].[nH+:6]1[cH:7][cH:8][cH:9][cH:10][cH:11]1>>[CH2:12]([CH3:13])[CH:14]([C:15](=[O:16])[O:17][CH3:18])[CH2:19][CH2:20][CH:21]=[O:22]. The reactants are BrCC=1CCN(CC1C1=CC=NN1C(C)C)C(=O)OC(C)(C)C (tert-butyl 4-(bromomethyl)-5-(1-isopropyl-1H-pyrazol-5-yl)-3,6-dihydropyridine-1(2H)-carboxylate), OC1=CN=C(C=C1C=O)OC (5-hydroxy-2-methoxyisonicotinaldehyde), C(=O)([O-])[O-].[K+].[K+] (K2CO3). The solvent is O (water), CCOC(=O)C (EtOAc), CN(C)C=O (DMF). Run at time 1 hour. The product is C(=O)C1=C(C=NC(=C1)OC)OCC1=C(CN(CC1)C(=O)OC(C)(C)C)C1=CC=NN1C(C)C (tert-butyl 4-(((4-formyl-6-methoxypyridin-3-yl)oxy)methyl)-3-(1-isopropyl-1H-pyrazol-5-yl)-5,6-dihydropyridine-1(2H)-carboxylate). Yield: 31.5%. Reaction SMILES: Br[CH2:2][C:3]1[CH2:4][CH2:5][N:6]([C:17]([O:19][C:20]([CH3:23])([CH3:22])[CH3:21])=[O:18])[CH2:7][C:8]=1[C:9]1[N:13]([CH:14]([CH3:16])[CH3:15])[N:12]=[CH:11][CH:10]=1.[OH:24][C:25]1[C:30]([CH:31]=[O:32])=[CH:29][C:28]([O:33][CH3:34])=[N:27][CH:26]=1.C([O-])([O-])=O.[K+].[K+]>CN(C=O)C.O.CCOC(C)=O>[CH:31]([C:30]1[CH:29]=[C:28]([O:33][CH3:34])[N:27]=[CH:26][C:25]=1[O:24][CH2:2][C:3]1[CH2:4][CH2:5][N:6]([C:17]([O:19][C:20]([CH3:23])([CH3:22])[CH3:21])=[O:18])[CH2:7][C:8]=1[C:9]1[N:13]([CH:14]([CH3:16])[CH3:15])[N:12]=[CH:11][CH:10]=1)=[O:32] |f:2.3.4|. Reported procedure: To a solution of tert-butyl 4-(bromomethyl)-5-(1-isopropyl-1H-pyrazol-5-yl)-3,6-dihydropyridine-1(2H)-carboxylate (18 mg, 0.05 mmol) and 5-hydroxy-2-methoxyisonicotinaldehyde (10 mg, 0.06 mmol) in DMF (1 mL) was added K2CO3 (14 mg, 0.1 mmol). After stirred at room temperature for 1 h, it was diluted with water and EtOAc, organic layer was separated, and the aqueous layer was extracted with EtOAc, organic layer was combined, washed with brine, dried and concentrated to give crude product, which w...